From a dataset of the Open Reaction Database (ORD), a public repository of structured organic reaction records. describe an organic reaction: reactants, conditions, products, and yield Solvent: C1CCOC1 (THF). As a reaction SMILES: [NH2:1][C:2]1[N:10]=[C:9]2[C:5]([N:6]=[CH:7][N:8]2[C@@H:11]2[O:33][C@H:32]([CH2:34][O:35]C(=O)C3C=CC=CC=3)[C@@H:22]([O:23]C(=O)C3C=CC=CC=3)[C@@:12]2([CH3:44])[O:13]C(=O)C2C=CC=CC=2)=[C:4]([Cl:45])[N:3]=1.[Li+].[OH-]>C1COCC1>[NH2:1][C:2]1[N:10]=[C:9]2[C:5]([N:6]=[CH:7][N:8]2[C@@H:11]2[O:33][C@H:32]([CH2:34][OH:35])[C@@H:22]([OH:23])[C@@:12]2([CH3:44])[OH:13])=[C:4]([Cl:45])[N:3]=1 |f:1.2|. Product: NC1=NC(=C2N=CN(C2=N1)[C@H]1[C@](O)([C@H](O)[C@H](O1)CO)C)Cl (2-Amino-6-chloro-9-(2-C-methyl-β-D-ribofuranosyl)purine). Reported procedure: To the crude compound from Step A (2.54 g) in THF (18 mL) was added aqueous 2N LiOH (6 mL). The resulting mixture was stirred at room temperature for 3 h, the THF evaporated in vacuo and the resulting aqueous phase neutralized by addition of aqueous 2N hydrochloric acid. The mixture was adsorbed onto silica gel by evaporation in vacuo and purified on silica gel using methanol/dichloromethane (1:4) as the eluent. Fractions containing the product were combined and evaporated in vacuo to give the d... Reactants: NC1=NC(=C2N=CN(C2=N1)[C@H]1[C@](OC(C2=CC=CC=C2)=O)([C@H](OC(C2=CC=CC=C2)=O)[C@H](O1)COC(C1=CC=CC=C1)=O)C)Cl (2-Amino-6-chloro-9-(2,3,5-tri-O-benzoyl-2-C-methyl-β-D-ribofuranosyl)purine), [Li+].[OH-] (LiOH). Reaction conditions: time 3 hour. The reactants are C(C)(C)(C)OC(NC(C(=O)C1=CC=C(C=C1)I)C1=CC(=C(C=C1)Cl)Cl)=O (rac-[1-(3,4-dichloro-phenyl)-2-(4-iodo-phenyl)-2-oxo-ethyl]-carbamic acid tert-butyl ester), CN(C=1C=C(C=CC1)B(O)O)C (3-(dimethylamino)phenylboronic acid). Product: C(C)(C)(C)OC(NC(C(=O)C1=CC=C(C=C1)C1=CC(=CC=C1)N(C)C)C1=CC(=C(C=C1)Cl)Cl)=O (rac-[1-(3,4-Dichloro-phenyl)-2-(3′-dimethylamino-biphenyl-4-yl)-2-oxo-ethyl]-carbamic acid tert-butyl ester). RXN SMILES: [C:1]([O:5][C:6](=[O:26])[NH:7][CH:8]([C:18]1[CH:23]=[CH:22][C:21]([Cl:24])=[C:20]([Cl:25])[CH:19]=1)[C:9]([C:11]1[CH:16]=[CH:15][C:14](I)=[CH:13][CH:12]=1)=[O:10])([CH3:4])([CH3:3])[CH3:2].[CH3:27][N:28]([CH3:38])[C:29]1[CH:30]=[C:31](B(O)O)[CH:32]=[CH:33][CH:34]=1>>[C:1]([O:5][C:6](=[O:26])[NH:7][CH:8]([C:18]1[CH:23]=[CH:22][C:21]([Cl:24])=[C:20]([Cl:25])[CH:19]=1)[C:9]([C:11]1[CH:16]=[CH:15][C:14]([C:33]2[CH:32]=[CH:31][CH:30]=[C:29]([N:28]([CH3:38])[CH3:27])[CH:34]=2)=[CH:13][CH:12]=1)=[O:10])([CH3:4])([CH3:3])[CH3:2]. Procedure: The title compound was prepared from rac-[1-(3,4-dichloro-phenyl)-2-(4-iodo-phenyl)-2-oxo-ethyl]-carbamic acid tert-butyl ester and 3-(dimethylamino)phenylboronic acid in analogy to Example 1b): MS (ISP): 499.1 and 501.0 (M+H)+. Starting materials: F[Si](C)(C)C (fluorotrimethylsilane), BrBr (Bromine), FC([C-](C(F)(F)F)C(F)(F)F)(F)F.CN(C)[S+](N(C)C)N(C)C (tris(dimethylamino)sulfonium 1,1,1,3,3,3-hexafluoro-2-(trifluoromethyl)-2-propanide), tri(dimethylamino)sulfonium difluorotrimethylsilicate, FC(C(C(F)(F)F)=C(F)F)(F)F (perfluoroisobutylene). Run in C(C1=CC=CC=C1)#N (benzonitrile). Yields the product BrC(C(F)(F)F)(C(F)(F)F)C(F)(F)F (2-bromo-1,1,1,3,3,3-hexafluoro-2-(trifluoromethyl)propane). The yield is 81.0%. RXN SMILES: [Br:1]Br.[F:3][C:4]([F:15])([F:14])[C-:5]([C:10]([F:13])([F:12])[F:11])[C:6]([F:9])([F:8])[F:7].CN([S+](N(C)C)N(C)C)C.FC(F)(F)C(=C(F)F)C(F)(F)F.F[Si](C)(C)C>C(#N)C1C=CC=CC=1>[Br:1][C:5]([C:6]([F:9])([F:8])[F:7])([C:10]([F:11])([F:12])[F:13])[C:4]([F:14])([F:15])[F:3] |f:1.2|. Procedure: Bromine, 17.25 g (0.108 mol), was added dropwise at 0° to a solution of tris(dimethylamino)sulfonium 1,1,1,3,3,3-hexafluoro-2-(trifluoromethyl)-2-propanide, prepared by dissolving 33.4 g (0.12 mol) of tri(dimethylamino)sulfonium difluorotrimethylsilicate and 24.0 g (0.12 mol) of perfluoroisobutylene in 75 mL of benzonitrile, then pumping out the by-product fluorotrimethylsilane at reduced pressure. The reaction mixture was evacuated to transfer the volatile reaction product into a cold trap (-78... The reactants are C(CCCCCCCCCCC)(=O)O (dodecanic acid), C1(CCCCC1)N=C=NC1CCCCC1 (N,N'-dicyclohexylcarbodiimide), N1(CCCC1)C1=CC=NC=C1 (4-pyrrolidinopyridine), OC(C)C1=CC=C(C=C1)C1=NC=C(C=N1)OCCCCCCCCCC ((+)-2-{4-(1-hydroxyethyl)phenyl}-5-decyloxypyrimidine). Run in ClCCl (dichloromethane). Conditions: time 24 hour. Yields the product C(CCCCCCCCCCC)(=O)OC(C)C1=CC=C(C=C1)C1=NC=C(C=N1)OCCCCCCCCCC ((+)-2-{4-(1-dodecanoyloxyethyl)phenyl}-5-decyloxypyrimidine). Isolated yield 93.9%. Reaction SMILES: [OH:1][CH:2]([C:4]1[CH:9]=[CH:8][C:7]([C:10]2[N:15]=[CH:14][C:13]([O:16][CH2:17][CH2:18][CH2:19][CH2:20][CH2:21][CH2:22][CH2:23][CH2:24][CH2:25][CH3:26])=[CH:12][N:11]=2)=[CH:6][CH:5]=1)[CH3:3].[C:27](O)(=[O:39])[CH2:28][CH2:29][CH2:30][CH2:31][CH2:32][CH2:33][CH2:34][CH2:35][CH2:36][CH2:37][CH3:38].C1(N=C=NC2CCCCC2)CCCCC1.N1(C2C=CN=CC=2)CCCC1>ClCCl>[C:27]([O:1][CH:2]([C:4]1[CH:5]=[CH:6][C:7]([C:10]2[N:15]=[CH:14][C:13]([O:16][CH2:17][CH2:18][CH2:19][CH2:20][CH2:21][CH2:22][CH2:23][CH2:24][CH2:25][CH3:26])=[CH:12][N:11]=2)=[CH:8][CH:9]=1)[CH3:3])(=[O:39])[CH2:28][CH2:29][CH2:30][CH2:31][CH2:32][CH2:33][CH2:34][CH2:35][CH2:36][CH2:37][CH3:38]. Procedure details: Into 20 ml of dichloromethane were dissolved 1.78 g (5 millimoles) of the (+)-2-{4-(1-hydroxyethyl)phenyl}-5-decyloxypyrimidine obtained in Preparation Example [starting material compound (VI)]70 and 1.2 g (6 millimoles) of dodecanic acid, and then 1.4 g of N,N'-dicyclohexylcarbodiimide and 0.1 g of 4-pyrrolidinopyridine were added thereto, followed by stirring at room temperature for 24 hours. After completion of the reaction, the precipitates were filtered off and 200 ml of toluene were added ... Starting materials: S(O)(O)(=O)=O (Sulfuric acid), COC(C(=O)NCC1=CC=C(C=C1)C(F)(F)F)OC (2,2-dimethoxy-N-(4-trifluoromethylbenzyl)-acetamide), [OH-].[Na+] (NaOH). Reaction conditions: temperature 50 celsius, time 8 hour. Product: FC(C=1C=C2C=C(N=CC2=CC1)O)(F)F (6-Trifluoromethylisoquinolin-3-ol). As a reaction SMILES: S(=O)(=O)(O)O.CO[CH:8](OC)[C:9]([NH:11][CH2:12][C:13]1[CH:18]=[CH:17][C:16]([C:19]([F:22])([F:21])[F:20])=[CH:15][CH:14]=1)=[O:10].[OH-].[Na+]>>[F:20][C:19]([F:22])([F:21])[C:16]1[CH:15]=[C:14]2[C:13](=[CH:18][CH:17]=1)[CH:12]=[N:11][C:9]([OH:10])=[CH:8]2 |f:2.3|. Reported procedure: Sulfuric acid (18 M; 2.25 mL, 40.5 mmol) was added to 2,2-dimethoxy-N-(4-trifluoromethylbenzyl)-acetamide (828 mg, 2.96 mmol) at rt. The combined solution was stirred at 50° C. overnight. The mixture was poured into ice, basified with NaOH (10 N) until pH>12, and extracted with EtOAc (3×50 ml). The extracts were washed with water (20 ml), dried over MgSO4, filtered, and concentrated in vacuo. The residue was triturated with 50% EtOAc/hexane (10 ml) to yield a yellow solid that was then purified ... Starting materials: CC(CC1=NC2=C(N1CC1=CC=C(C=C1)C=1C(=CC=CC1)C(=O)OC(C)(C)C)C=C1C=CC=CC1=C2)CC (tert.butyl 4'-[(2-(2-methylbutyl)-naphtho[2,3-d]imidazol-1-yl)-methyl]biphenyl-2-carboxylate), FC(C(=O)O)(F)F (trifluoroacetic acid). Run in C(Cl)Cl (methylene chloride). Product: CC(CC1=NC2=C(N1CC1=CC=C(C=C1)C=1C(=CC=CC1)C(=O)O)C=C1C=CC=CC1=C2)CC (4'-[(2-(2-Methylbutyl)-naphtho[2,3-d]imidazol-1-yl)-methyl]biphenyl-2-carboxylic acid). RXN SMILES: [CH3:1][CH:2]([CH2:37][CH3:38])[CH2:3][C:4]1[N:8]([CH2:9][C:10]2[CH:15]=[CH:14][C:13]([C:16]3[C:17]([C:22]([O:24]C(C)(C)C)=[O:23])=[CH:18][CH:19]=[CH:20][CH:21]=3)=[CH:12][CH:11]=2)[C:7]2[CH:29]=[C:30]3[C:35](=[CH:36][C:6]=2[N:5]=1)[CH:34]=[CH:33][CH:32]=[CH:31]3.FC(F)(F)C(O)=O>C(Cl)Cl>[CH3:1][CH:2]([CH2:37][CH3:38])[CH2:3][C:4]1[N:8]([CH2:9][C:10]2[CH:15]=[CH:14][C:13]([C:16]3[C:17]([C:22]([OH:24])=[O:23])=[CH:18][CH:19]=[CH:20][CH:21]=3)=[CH:12][CH:11]=2)[C:7]2[CH:29]=[C:30]3[C:35](=[CH:36][C:6]=2[N:5]=1)[CH:34]=[CH:33][CH:32]=[CH:31]3. Procedure: Prepared in analogous manner to Example 9 from tert.butyl 4'-[(2-(2-methylbutyl)-naphtho[2,3-d]imidazol-1-yl)-methyl]biphenyl-2-carboxylate and trifluoroacetic acid in methylene chloride.